Task: describe an organic reaction: reactants, conditions, products, and yield. Dataset: the Open Reaction Database (ORD), a public repository of structured organic reaction records Starting materials: Cl.Cl.NCCN1C=CC=2N=CN=C(C21)NC2=CC(=C(C=C2)OC2=CC(=CC=C2)C(F)(F)F)Cl (5-(2-aminoethyl)-N-{3-chloro-4-[3-(trifluoromethyl)phenoxy]phenyl}-5H-pyrrolo[3,2-d]pyrimidin-4-amine dihydrochloride), C(CO)(=O)O (glycolic acid), Cl.C(C)N=C=NCCCN(C)C (1-ethyl-3-(3-dimethylaminopropyl)carbodiimide hydrochloride), O.ON1N=NC2=C1C=CC=C2 (1-hydroxybenzotriazole monohydrate). Solvent: O (Water), CN(C=O)C (N,N-dimethylformamide), C(C)N(CC)CC (triethylamine). Run at time 3 day. Yields the product ClC=1C=C(C=CC1OC1=CC(=CC=C1)C(F)(F)F)NC=1C2=C(N=CN1)C=CN2CCNC(CO)=O (N-{2-[4-({3-chloro-4-[3-(trifluoromethyl)phenoxy]phenyl}amino)-5H-pyrrolo[3,2-d]pyrimidin-5-yl]ethyl}-2-hydroxyacetamide). Yield: 105.9%. As a reaction SMILES: Cl.Cl.[NH2:3][CH2:4][CH2:5][N:6]1[C:14]2[C:13]([NH:15][C:16]3[CH:21]=[CH:20][C:19]([O:22][C:23]4[CH:28]=[CH:27][CH:26]=[C:25]([C:29]([F:32])([F:31])[F:30])[CH:24]=4)=[C:18]([Cl:33])[CH:17]=3)=[N:12][CH:11]=[N:10][C:9]=2[CH:8]=[CH:7]1.[C:34](O)(=[O:37])[CH2:35][OH:36].Cl.C(N=C=NCCCN(C)C)C.O.ON1C2C=CC=CC=2N=N1>O.CN(C)C=O.C(N(CC)CC)C>[Cl:33][C:18]1[CH:17]=[C:16]([NH:15][C:13]2[C:14]3[N:6]([CH2:5][CH2:4][NH:3][C:35](=[O:36])[CH2:34][OH:37])[CH:7]=[CH:8][C:9]=3[N:10]=[CH:11][N:12]=2)[CH:21]=[CH:20][C:19]=1[O:22][C:23]1[CH:28]=[CH:27][CH:26]=[C:25]([C:29]([F:32])([F:31])[F:30])[CH:24]=1 |f:0.1.2,4.5,6.7|. Procedure details: A mixture of 5-(2-aminoethyl)-N-{3-chloro-4-[3-(trifluoromethyl)phenoxy]phenyl}-5H-pyrrolo[3,2-d]pyrimidin-4-amine dihydrochloride (105 mg), glycolic acid (44 mg), 1-ethyl-3-(3-dimethylaminopropyl)carbodiimide hydrochloride (167 mg), 1-hydroxybenzotriazole monohydrate (133 mg), triethylamine (0.40 mL) and N,N-dimethylformamide (5.0 mL) was stirred at room temperature for 3 days. Water was added to the reaction system and the mixture was extracted with ethyl acetate. The organic layer washed with... Starting materials: BrC=1C=C(C(=O)OC)C=CN1 (methyl 2-bromoisonicotinate), ClC1=C(C=CC=C1)B(O)O (2-chlorophenylboronic acid). Product: ClC1=C(C=CC=C1)C=1C=C(C(=O)OC)C=CN1 (Methyl 2-(2-chlorophenyl)isonicotinate). Reaction SMILES: Br[C:2]1[CH:3]=[C:4]([CH:9]=[CH:10][N:11]=1)[C:5]([O:7][CH3:8])=[O:6].[Cl:12][C:13]1[CH:18]=[CH:17][CH:16]=[CH:15][C:14]=1B(O)O>>[Cl:12][C:13]1[CH:18]=[CH:17][CH:16]=[CH:15][C:14]=1[C:2]1[CH:3]=[C:4]([CH:9]=[CH:10][N:11]=1)[C:5]([O:7][CH3:8])=[O:6]. Reported procedure: 500 mg (2.31 mmol) of methyl 2-bromoisonicotinate and 597 mg (3.47 mmol) of 2-chlorophenylboronic acid were reacted with one another analogously to the process of Example 58A. This gave 323 mg (56% of theory) of the target compound. Reactants: C1(=CC=C(C=C1)S(=O)(=O)NC(=O)NCCC1=CC=C(C=C1)N1C(=NC=2C1=NC(=CC2C)C)CC)C2=CC=CC=C2 (3-{4-[2-({[(4-BIPHENYLSULFONYL)AMINO]CARBONYL}AMINO)ETHYL]PHENYL}-2-ETHYL-5,7-DIMETHYL-3H-IMIDAZO[4,5-b]PYRIDINE), ClC1=CC=C(S1)S(=O)(=O)N (5-chloro-2-thiophenesulfonamide). Yields the product ClC1=CC=C(S1)S(=O)(=O)NC(=O)NCCC1=CC=C(C=C1)N1C(=NC=2C1=NC(=CC2C)C)CC (3-(4-{2-[({[(5-CHLORO-2-THIENYL)SULFONYL]AMINO}CARBONYL)AMINO]ETHYL}PHENYL)-2-ETHYL-5,7-DIMETHYL-3H-IMIDAZO[4,5-b]PYRIDINE). As a reaction SMILES: C1(C2C=CC=CC=2)C=CC(S(N[C:11]([NH:13][CH2:14][CH2:15][C:16]2[CH:21]=[CH:20][C:19]([N:22]3[C:26]4=[N:27][C:28]([CH3:32])=[CH:29][C:30]([CH3:31])=[C:25]4[N:24]=[C:23]3[CH2:33][CH3:34])=[CH:18][CH:17]=2)=[O:12])(=O)=O)=CC=1.[Cl:41][C:42]1[S:46][C:45]([S:47]([NH2:50])(=[O:49])=[O:48])=[CH:44][CH:43]=1>>[Cl:41][C:42]1[S:46][C:45]([S:47]([NH:50][C:11]([NH:13][CH2:14][CH2:15][C:16]2[CH:21]=[CH:20][C:19]([N:22]3[C:26]4=[N:27][C:28]([CH3:32])=[CH:29][C:30]([CH3:31])=[C:25]4[N:24]=[C:23]3[CH2:33][CH3:34])=[CH:18][CH:17]=2)=[O:12])(=[O:49])=[O:48])=[CH:44][CH:43]=1. Procedure details: The title compound was prepared according to the procedure described in step 2 of Example 18 from phenyl 2-[4-(2-ethyl-5,7-dimethyl-3H-imidazo[4,5-b]pyridin-3-yl)phenyl]ethylcarbamate (step 1 of Example 18) and 5-chloro-2-thiophenesulfonamide. The reactants are OC1=C(C=C(C=C1)C)N1N=C2C(=N1)C=CC=C2 (2-(2-hydroxy-5-methylphenyl)-2H-benzotriazole), CS(=O)(=O)O (methanesulfonic acid), C=CCCCCCC (1-octene), C=CCCCCCC (1-octene). Product: OC1=C(C=C(C=C1CCCCCCCC)C)N1N=C2C(=N1)C=CC=C2 (2-(2-Hydroxy-3-octyl-5-methylphenyl)-2H-benzotriazole). As a reaction SMILES: [OH:1][C:2]1[CH:7]=[CH:6][C:5]([CH3:8])=[CH:4][C:3]=1[N:9]1[N:13]=[C:12]2[CH:14]=[CH:15][CH:16]=[CH:17][C:11]2=[N:10]1.CS(O)(=O)=O.[CH2:23]=[CH:24][CH2:25][CH2:26][CH2:27][CH2:28][CH2:29][CH3:30]>>[OH:1][C:2]1[C:7]([CH2:23][CH2:24][CH2:25][CH2:26][CH2:27][CH2:28][CH2:29][CH3:30])=[CH:6][C:5]([CH3:8])=[CH:4][C:3]=1[N:9]1[N:13]=[C:12]2[CH:14]=[CH:15][CH:16]=[CH:17][C:11]2=[N:10]1. Reported procedure: In a flask fitted with an nitrogen blanket, stirrer, reflux condenser and addition funnel, 225 grams of 2-(2-hydroxy-5-methylphenyl)-2H-benzotriazole, 65 ml of methanesulfonic acid and 156 ml of 1-octene are heated at 120° C. for a six-hour period. Throughout said period another 467 ml of 1-octene is added to the reaction mixture. The mixture is then cooled and extracted with two 200 ml portions of methanolic potassium hydroxide solution (40 grams potassium hydroxide in 100 ml of methanol). The ... Starting materials: C(C)(C)(C)OC(=O)N(C(=O)OC(C)(C)C)C1=C(C(=C(C=C1OC)Cl)C)Br (N,N-di(tert-butyloxycarbonyl)-2-bromo-4-chloro-6-methoxy-3-methyl-phenylamine), C([O-])([O-])=O.[K+].[K+] (potassium carbonate). Run in CO (methanol). Run at time 15 minute. Product: C(C)(C)(C)OC(NC1=C(C(=C(C=C1OC)Cl)C)Br)=O ((2-Bromo-4-chloro-6-methoxy-3-methyl-phenyl)-carbamic acid tert-butyl ester). As a reaction SMILES: [C:1]([O:5][C:6]([N:8]([C:16]1[C:21]([O:22][CH3:23])=[CH:20][C:19]([Cl:24])=[C:18]([CH3:25])[C:17]=1[Br:26])C(OC(C)(C)C)=O)=[O:7])([CH3:4])([CH3:3])[CH3:2].C(=O)([O-])[O-].[K+].[K+]>CO>[C:1]([O:5][C:6](=[O:7])[NH:8][C:16]1[C:21]([O:22][CH3:23])=[CH:20][C:19]([Cl:24])=[C:18]([CH3:25])[C:17]=1[Br:26])([CH3:4])([CH3:2])[CH3:3] |f:1.2.3|. Procedure details: A suspension of N,N-di(tert-butyloxycarbonyl)-2-bromo-4-chloro-6-methoxy-3-methyl-phenylamine (4.1 g, 9.1 mmol) in methanol (90 ml) was heated to reflux with potassium carbonate (3.77 g, 27 mmol) for 2 days. The reaction was filtered, washed with methanol, and the solvent of the filtrate was evaporated. The residue was dissolved in diethyl ether, washed with cold 1N aqueous hydrogen chloride solution and with saturated sodium chloride solution, dried over sodium sulfate, filtered, and the solven... Reactants: CC[O-], CCO, CC(C)I, CS(=O)c1c(C=NO)nn(-c2c(Cl)cc(C(F)(F)F)cc2Cl)c1N, [Na+]. Product: CC(C)ON=Cc1nn(-c2c(Cl)cc(C(F)(F)F)cc2Cl)c(N)c1S(C)=O. As a reaction SMILES: [CH3:2][CH2:3][O-:4].[CH3:33][CH2:34][OH:35].[I:29][CH:30]([CH3:31])[CH3:32].[NH2:5][c:6]1[c:7]([S:26](=[O:27])[CH3:28])[c:8]([CH:23]=[N:24][OH:25])[n:9][n:10]1-[c:11]1[c:12]([Cl:22])[cH:13][c:14]([C:18]([F:19])([F:20])[F:21])[cH:15][c:16]1[Cl:17].[Na+:1]>>[NH2:5][c:6]1[c:7]([S:26](=[O:27])[CH3:28])[c:8]([CH:23]=[N:24][O:25][CH:30]([CH3:31])[CH3:32])[n:9][n:10]1-[c:11]1[c:12]([Cl:22])[cH:13][c:14]([C:18]([F:19])([F:20])[F:21])[cH:15][c:16]1[Cl:17]. Reactants: CS(C)=O, COc1ccc(Oc2ccccc2Cl)cc1CCl, [I-], N#C[K], [Na+]. Yields the product COc1ccc(Oc2ccccc2Cl)cc1CC#N. RXN SMILES: [CH3:24][S:25](=[O:26])[CH3:27].[Cl:4][CH2:5][c:6]1[cH:7][c:8]([O:14][c:15]2[c:16]([Cl:21])[cH:17][cH:18][cH:19][cH:20]2)[cH:9][cH:10][c:11]1[O:12][CH3:13].[I-:23].[K:1][C:2]#[N:3].[Na+:22]>>[C:2](#[N:3])[CH2:5][c:6]1[cH:7][c:8]([O:14][c:15]2[c:16]([Cl:21])[cH:17][cH:18][cH:19][cH:20]2)[cH:9][cH:10][c:11]1[O:12][CH3:13]. The reactants are COC([C@H](NC([C@H]1N(CCC1)C(C(CSC(C)=O)C)=O)=O)C)=O ((S)-[3-(Acetylthio)-2-methyl 1-oxopropyl]-L-prolyl-D-alanine methyl ester), [OH-].[K+] (potassium hydroxide). Conditions: time 2 hour. Yields the product SCC(C(=O)N1[C@H](C(=O)N[C@H](C)C(=O)O)CCC1)C ((S)-1-(3-Mercapto-2-methyl-1-oxopropyl)-L-prolyl-D-alanine). Yield: 62.7%. RXN SMILES: C[O:2][C:3](=[O:23])[C@@H:4]([CH3:22])[NH:5][C:6](=[O:21])[C@@H:7]1[CH2:11][CH2:10][CH2:9][N:8]1[C:12](=[O:20])[CH:13]([CH3:19])[CH2:14][S:15]C(=O)C.[OH-].[K+]>>[SH:15][CH2:14][CH:13]([CH3:19])[C:12]([N:8]1[CH2:9][CH2:10][CH2:11][C@H:7]1[C:6]([NH:5][C@@H:4]([C:3]([OH:23])=[O:2])[CH3:22])=[O:21])=[O:20] |f:1.2|. Reported procedure: (S)-[3-(Acetylthio)-2-methyl 1-oxopropyl]-L-prolyl-D-alanine methyl ester (4 g) is taken into potassium hydroxide/aqueous methanol (3 g of potassium hydroxide in 14 ml of water and 70 ml of methanol) and the solution is kept at room temperature for 2 hours. The product (2.1 g) is isolated using the procedure described in Example 9. Reactants: [H-].[Na+] (sodium hydride), FC=1C(=NC=NC1F)OC1=C(C=CC=C1)C(C(=O)NC)=NOC (2-[2-(5,6-difluoropyrimidin-4-yloxy)-phenyl]-2-methoxyimino-N-methyl-acetamide), CC1=C(C=CC=C1)O (2-methylphenol). The solvent is CN(C=O)C (dimethylformamide). Run at temperature 25 celsius, time 12 hour. Product: FC=1C(=NC=NC1OC1=C(C=CC=C1)C)OC1=C(C=CC=C1)C(C(=O)NC)=NOC (2-[2-(5-fluoro-6-o-tolyloxy-pyrimidin-4-yloxy)-phenyl]-2-methoxyimino-N-methyl-acetamide). Yield: 59.0%. As a reaction SMILES: [H-].[Na+].[F:3][C:4]1[C:5]([O:11][C:12]2[CH:17]=[CH:16][CH:15]=[CH:14][C:13]=2[C:18](=[N:23][O:24][CH3:25])[C:19]([NH:21][CH3:22])=[O:20])=[N:6][CH:7]=[N:8][C:9]=1F.[CH3:26][C:27]1[CH:32]=[CH:31][CH:30]=[CH:29][C:28]=1[OH:33]>CN(C)C=O>[F:3][C:4]1[C:5]([O:11][C:12]2[CH:17]=[CH:16][CH:15]=[CH:14][C:13]=2[C:18](=[N:23][O:24][CH3:25])[C:19]([NH:21][CH3:22])=[O:20])=[N:6][CH:7]=[N:8][C:9]=1[O:33][C:28]1[CH:29]=[CH:30][CH:31]=[CH:32][C:27]=1[CH3:26] |f:0.1|. Procedure: With cooling, 0.25 g (0.0062 mol) of sodium hydride (60%) are added to a mixture of 2 g (0.0062 mol) of 2-[2-(5,6-difluoropyrimidin-4-yloxy)-phenyl]-2-methoxyimino-N-methyl-acetamide and 0.67 g (0.0062 mol) of 2-methylphenol in 20 ml of dimethylformamide, and the mixture is stirred at 25° C. for 12 hours. The reaction mixture is poured onto water and extracted with ethyl acetate, the organic phase is dried over sodium sulphate and the solvent is distilled off under reduced pressure. 1.5 g (58.9%... Yields the product N#Cc1ccnc(C2CNCCO2)c1. Starting materials: C1COCCN1, CN1CCCC1=O, N#Cc1ccnc(Cl)c1, O. Reaction SMILES: [CH2:10]1[CH2:11][O:12][CH2:13][CH2:14][NH:15]1.[CH3:17][N:18]1[CH2:19][CH2:20][CH2:21][C:22]1=[O:23].[Cl:1][c:2]1[n:3][cH:4][cH:5][c:6]([C:8]#[N:9])[cH:7]1.[OH2:16]>>[c:2]1([CH:11]2[CH2:10][NH:15][CH2:14][CH2:13][O:12]2)[n:3][cH:4][cH:5][c:6]([C:8]#[N:9])[cH:7]1.